From a dataset of the Open Reaction Database (ORD), a public repository of structured organic reaction records. describe an organic reaction: reactants, conditions, products, and yield Starting materials: [N+](=O)([O-])C=1C=C2CC(CC2=CC1)N1CCCC1 (1-(5-nitro-2,3-dihydro-1H-inden-2-yl)pyrrolidine). The solvent is CO (methanol). Conditions: time 8 hour. Yields the product N1(CCCC1)C1CC2=CC=C(C=C2C1)N (2-(pyrrolidin-1-yl)-2,3-dihydro-1H-inden-5-amine). Reported procedure: To a solution of Example 55B (7.25 g, 31.2 mmol) in 156 mL of methanol was added palladium on carbon (10% wt) (7.25 g, 6.81 mmol). The reaction mixture was evacuated and backfilled with nitrogen three times then evacuated and backfilled with hydrogen. The mixture was then allowed to stirred under H2 (1 atm, balloon) at ambient temperature overnight. The mixture was filtered through a celite pad then concentrated and the crude product was recrystallized in ethyl acetate/hexane mixture to obtain t... As a reaction SMILES: [N+:1]([C:4]1[CH:5]=[C:6]2[C:10](=[CH:11][CH:12]=1)[CH2:9][CH:8]([N:13]1[CH2:17][CH2:16][CH2:15][CH2:14]1)[CH2:7]2)([O-])=O>CO.[Pd]>[N:13]1([CH:8]2[CH2:7][C:6]3[C:10](=[CH:11][CH:12]=[C:4]([NH2:1])[CH:5]=3)[CH2:9]2)[CH2:17][CH2:16][CH2:15][CH2:14]1. Reagents/catalysts: [Pd] (palladium on carbon).